Dataset: the Open Reaction Database (ORD), a public repository of structured organic reaction records. Task: describe an organic reaction: reactants, conditions, products, and yield The reactants are FC(C(=O)O)(F)F.FC(C(=O)O)(F)F.ClC=1C=NC=2NC=3C=CC=C(CCC4=C(C=CC(NC1N2)=C4)NC(=O)C4CCNCC4)C3 (N-[6-chloro-2,4,8,22-tetraazatetracyclo[14.3.1.1(3,7).1(9,13)]docosa-1(20), 3(22),4,6,9(21),10,12,16,18-nonaen-12-yl]piperidine-4-carboxamide bis(trifluoroacetate)), O1C(=CC=C1)C(=O)Cl (2-furancarbonyl chloride). Product: FC(C(=O)O)(F)F.ClC=1C=NC=2NC=3C=CC=C(CCC4=C(C=CC(NC1N2)=C4)NC(=O)C4CCN(CC4)C(=O)C=4OC=CC4)C3 (N-[6-Chloro-2,4,8,22-tetraazatetracyclo[14.3.1.1(3,7).1(9,13)]docosa-1(20), 3(22),4,6,9(21),10,12,16,18-nonaen-12-yl]-1-(2-furoyl)piperidine-4-carboxamide trifluoroacetate). Isolated yield 16.0%. Reaction SMILES: [F:1][C:2]([F:7])([F:6])[C:3]([OH:5])=[O:4].FC(F)(F)C(O)=O.[Cl:15][C:16]1[CH:17]=[N:18][C:19]2[NH:20][C:21]3[CH:22]=[CH:23][CH:24]=[C:25]([CH:46]=3)[CH2:26][CH2:27][C:28]3[CH:36]=[C:32]([NH:33][C:34]=1[N:35]=2)[CH:31]=[CH:30][C:29]=3[NH:37][C:38]([CH:40]1[CH2:45][CH2:44][NH:43][CH2:42][CH2:41]1)=[O:39].[O:47]1[CH:51]=[CH:50][CH:49]=[C:48]1[C:52](Cl)=[O:53]>>[F:1][C:2]([F:7])([F:6])[C:3]([OH:5])=[O:4].[Cl:15][C:16]1[CH:17]=[N:18][C:19]2[NH:20][C:21]3[CH:22]=[CH:23][CH:24]=[C:25]([CH:46]=3)[CH2:26][CH2:27][C:28]3[CH:36]=[C:32]([NH:33][C:34]=1[N:35]=2)[CH:31]=[CH:30][C:29]=3[NH:37][C:38]([CH:40]1[CH2:45][CH2:44][N:43]([C:52]([C:48]2[O:47][CH:51]=[CH:50][CH:49]=2)=[O:53])[CH2:42][CH2:41]1)=[O:39] |f:0.1.2,4.5|. Procedure: The desired compound was prepared according to the procedure of Example A20, using N-[6-chloro-2,4,8,22-tetraazatetracyclo[14.3.1.1(3,7).1(9,13)]docosa-1(20), 3(22),4,6,9(21),10,12,16,18-nonaen-12-yl]piperidine-4-carboxamide bis(trifluoroacetate) and 2-furancarbonyl chloride as starting materials in 16% yield. LCMS for C29H28ClN6O3 (M+H)+: m/z=543.2. Reactants: C(CCC)C1=CC=C(C=C1)C1=CC(=C(C=C1)N)N (4′-butyl-biphenyl-3,4-diamine), [Li+].[OH-] (LiOH), COC(C1=CC=C(C=C1)C=O)=O (4-formyl-benzoic acid methyl ester), OS(=O)[O-].[Na+] (NaHSO3). The solvent is O (H2O), CC(=O)N(C)C (DMA), CCOC(=O)C (EtOAc), CC(=O)N(C)C (DMA). Conditions: temperature 140 celsius, time 1 hour. Product: C(CCC)C1=CC=C(C=C1)C=1C=CC2=C(NC(=N2)C2=CC=C(C(=O)O)C=C2)C1 (4-[6-(4-butyl-phenyl)-1H-benzoimidazol-2-yl]-benzoic acid). Reaction SMILES: C[O:2][C:3](=[O:12])[C:4]1[CH:9]=[CH:8][C:7]([CH:10]=O)=[CH:6][CH:5]=1.OS([O-])=O.[Na+].[CH2:18]([C:22]1[CH:27]=[CH:26][C:25]([C:28]2[CH:33]=[CH:32][C:31]([NH2:34])=[C:30]([NH2:35])[CH:29]=2)=[CH:24][CH:23]=1)[CH2:19][CH2:20][CH3:21].[Li+].[OH-]>CC(N(C)C)=O.CCOC(C)=O.O>[CH2:18]([C:22]1[CH:23]=[CH:24][C:25]([C:28]2[CH:33]=[CH:32][C:31]3[N:34]=[C:10]([C:7]4[CH:8]=[CH:9][C:4]([C:3]([OH:2])=[O:12])=[CH:5][CH:6]=4)[NH:35][C:30]=3[CH:29]=2)=[CH:26][CH:27]=1)[CH2:19][CH2:20][CH3:21] |f:1.2,4.5|. Procedure details: A hot (140° C.) mixture of 4-formyl-benzoic acid methyl ester (21.0 mg, 0.129 mmol) and NaHSO3 (20.1 mg, 0.193 mmol, 1.5 eq.) in DMA (250 μL) is treated with the dropwise addition of 4′-butyl-biphenyl-3,4-diamine (31 mg, 0.129 mmol) in DMA (100 μL) over 10 minutes. The resulting mixture is stirred for 1 hour at 140° C. and is then treated with H2O (1 ml) and stirred an additional hour. The reaction is diluted with EtOAc and the phases separated. The organic phase is dried over MgSO4, filtered, a... The reactants are CC(C)(C)OC(=O)NCC(=O)O, CCN=C=NCCCN(C)C, ClCCl, NC1CCN(Cc2ccccc2)CC1, [Na+], [OH-], On1nnc2ccccc21. The product is CC(C)(C)OC(=O)NCC(=O)NC1CCN(Cc2ccccc2)CC1. RXN SMILES: [C:15]([CH3:16])([CH3:17])([CH3:18])[O:19][C:20](=[O:21])[NH:22][CH2:23][C:24](=[O:25])[OH:26].[CH3:27][CH2:28][N:29]=[C:30]=[N:31][CH2:32][CH2:33][CH2:34][N:35]([CH3:36])[CH3:37].[Cl:50][CH2:51][Cl:52].[NH2:1][CH:2]1[CH2:3][CH2:4][N:5]([CH2:8][c:9]2[cH:10][cH:11][cH:12][cH:13][cH:14]2)[CH2:6][CH2:7]1.[Na+:49].[OH-:48].[OH:38][n:39]1[c:40]2[c:41]([cH:42][cH:43][cH:44][cH:45]2)[n:46][n:47]1>>[NH:1]([CH:2]1[CH2:3][CH2:4][N:5]([CH2:8][c:9]2[cH:10][cH:11][cH:12][cH:13][cH:14]2)[CH2:6][CH2:7]1)[C:24]([CH2:23][NH:22][C:20]([O:19][C:15]([CH3:16])([CH3:17])[CH3:18])=[O:21])=[O:25]. The reactants are C[C@H]1[C@@H](CN(C1)CC=1C=NC(=NC1)C)C=1NC(C2=C(N1)N(N=C2)C2CCOCC2)=O (6-{(3S,4S)-4-methyl-1-[(2-methylpyrimidin-5-yl)methyl]pyrrolidin-3-yl}-1-(tetrahydro-2H-pyran-4-yl)-1,5-dihydro-4H-pyrazolo[3,4-d]pyrimidin-4-one), CC1=NC=C(C=O)C=C1 (6-methylnicotinaldehyde). Product: C[C@H]1[C@@H](CN(C1)CC=1C=NC(=CC1)C)C=1NC(C2=C(N1)N(N=C2)C2CCOCC2)=O (6-{(3S,4S)-4-methyl-1-[(6-methylpyridin-3-yl)methyl]pyrrolidin-3-yl}-1-(tetrahydro-2H-pyran-4-yl)-1,5-dihydro-4H-pyrazolo[3,4-d]pyrimidin-4-one). Reaction SMILES: [CH3:1][C@@H:2]1[CH2:6][N:5]([CH2:7][C:8]2[CH:9]=[N:10][C:11]([CH3:14])=N[CH:13]=2)[CH2:4][C@H:3]1[C:15]1[NH:16][C:17](=[O:30])[C:18]2[CH:23]=[N:22][N:21]([CH:24]3[CH2:29][CH2:28][O:27][CH2:26][CH2:25]3)[C:19]=2[N:20]=1.[CH3:31]C1C=CC(C=O)=CN=1>>[CH3:1][C@@H:2]1[CH2:6][N:5]([CH2:7][C:8]2[CH:9]=[N:10][C:11]([CH3:31])=[CH:14][CH:13]=2)[CH2:4][C@H:3]1[C:15]1[NH:16][C:17](=[O:30])[C:18]2[CH:23]=[N:22][N:21]([CH:24]3[CH2:29][CH2:28][O:27][CH2:26][CH2:25]3)[C:19]=2[N:20]=1. Reported procedure: Following the procedure for the preparation of 6-{(3S,4S)-4-methyl-1-[(2-methylpyrimidin-5-yl)methyl]pyrrolidin-3-yl}-1-(tetrahydro-2H-pyran-4-yl)-1,5-dihydro-4H-pyrazolo[3,4-d]pyrimidin-4-one but substituting 6-methylnicotinaldehyde provided the title compound. 400 MHz 1H NMR (CD3OD) δ 8.38 (d, J=2.1 Hz, 1H), 7.99 (s, 1H), 7.77 (d, J=2.07 Hz, 1H), 7.75 (d, J=2.07 Hz, 1H), 4.94-4.83 (m, 1H), 4.09-4.05 (m, 2H), 3.78-3.57 (m, 4H), 3.31-3.28 (m, 1H), 3.11-3.06 (m, 1H), 3.01-2.91 (m, 2H), 2.72-2.65 ... Starting materials: O=C([O-])[O-], CN(C)CCCl, CS(C)=O, [K+], [K+], COc1ccc(C(Sc2ccccc2N)C(O)C(N)=O)cc1. Product: COc1ccc(C(Sc2ccccc2NCCN(C)C)C(O)C(N)=O)cc1. As a reaction SMILES: [C:1](=[O:2])([O-:3])[O-:4].[CH3:29][N:30]([CH2:31][CH2:32][Cl:33])[CH3:34].[CH3:35][S:36](=[O:37])[CH3:38].[K+:5].[K+:6].[NH2:7][c:8]1[c:9]([S:14][CH:15]([CH:16]([C:17](=[O:18])[NH2:19])[OH:20])[c:21]2[cH:22][cH:23][c:24]([O:27][CH3:28])[cH:25][cH:26]2)[cH:10][cH:11][cH:12][cH:13]1>>[NH:7]([c:8]1[c:9]([S:14][CH:15]([CH:16]([C:17](=[O:18])[NH2:19])[OH:20])[c:21]2[cH:22][cH:23][c:24]([O:27][CH3:28])[cH:25][cH:26]2)[cH:10][cH:11][cH:12][cH:13]1)[CH2:32][CH2:31][N:30]([CH3:29])[CH3:34]. Starting materials: C(#N)C1=C(C(=O)C(=C(C1=O)Cl)Cl)C#N (DDQ), ClC=1C(C(=C(C(C1Cl)=O)C#N)C#N)=O (2,3-dichloro-5,6-dicyano-1,4-benzoquinone), O (H2O), CC1=CC2=CC3=C(C4=C(S3)C=CC=C4)C=C2C=C1 (8-methylbenzo[b]naphtho[2,3-d]thiophene). Run in C(Cl)(Cl)Cl (CHCl3). Product: C1=CC=CC=2SC3=C(C21)C=C2C=CC(=CC2=C3)C=O (benzo[b]naphtho[2,3-d]thiophene-8-carbaldehyde). Isolated yield 22.8%. RXN SMILES: ClC1C(=O)C(C#N)=C(C#N)C(=[O:9])C=1Cl.O.[CH3:16][C:17]1[CH:33]=[CH:32][C:31]2[C:19](=[CH:20][C:21]3[S:25][C:24]4[CH:26]=[CH:27][CH:28]=[CH:29][C:23]=4[C:22]=3[CH:30]=2)[CH:18]=1>C(Cl)(Cl)Cl>[CH:29]1[C:23]2[C:22]3[CH:30]=[C:31]4[C:19](=[CH:20][C:21]=3[S:25][C:24]=2[CH:26]=[CH:27][CH:28]=1)[CH:18]=[C:17]([CH:16]=[O:9])[CH:33]=[CH:32]4. Reported procedure: To a RB flask equipped with magnetic stirring bar, reflux condenser and N2 inlet line with bubbler was added 2,3-dichloro-5,6-dicyano-1,4-benzoquinone (Aldrich, 38.6 g, 0.119 mol), H2O (100 mL) and CHCl3 (1500 mL). After refluxing the mixture for 15 min, 8-methylbenzo[b]naphtho[2,3-d]thiophene (Cambridge Chemicals, Inc., 21.0 g, 89.6 mmol) was added to the flask. After refluxing the mixture for 5 h an additional portion of DDQ (19.3 g, 85 mmol) was added. The mixture was then refluxed overnight,... The reactants are COC(\C=C\C=1C=C2C(CC3(CCN(CC3)CC3=CNC4=CC(=CC=C34)F)OC2=CC1)=O)=O ((E)-3-{1′-(6-Fluoro-1H-indol-3-ylmethyl)-4-oxo-spiro[chromane-2,4′-piperidine]-6-yl}-acrylic acid methyl ester), [OH-].[Na+] (NaOH). The product is FC1=CC=C2C(=CNC2=C1)CN1CCC2(CC1)OC1=CC=C(C=C1C(C2)=O)/C=C/C(=O)O ((E)-3-{1′-(6-fluoro-1H-indol-3-ylmethyl)-4-oxo-spiro[chromane-2,4′-piperidine]-6-yl}-acrylic acid). Yield: 75.4%. RXN SMILES: C[O:2][C:3](=[O:33])/[CH:4]=[CH:5]/[C:6]1[CH:7]=[C:8]2[C:29](=[CH:30][CH:31]=1)[O:28][C:11]1([CH2:16][CH2:15][N:14]([CH2:17][C:18]3[C:26]4[C:21](=[CH:22][C:23]([F:27])=[CH:24][CH:25]=4)[NH:20][CH:19]=3)[CH2:13][CH2:12]1)[CH2:10][C:9]2=[O:32].[OH-].[Na+]>>[F:27][C:23]1[CH:22]=[C:21]2[C:26]([C:18]([CH2:17][N:14]3[CH2:15][CH2:16][C:11]4([CH2:10][C:9](=[O:32])[C:8]5[C:29](=[CH:30][CH:31]=[C:6](/[CH:5]=[CH:4]/[C:3]([OH:33])=[O:2])[CH:7]=5)[O:28]4)[CH2:12][CH2:13]3)=[CH:19][NH:20]2)=[CH:25][CH:24]=1 |f:1.2|. Reported procedure: (E)-3-{1′-(6-Fluoro-1H-indol-3-ylmethyl)-4-oxo-spiro[chromane-2,4′-piperidine]-6-yl}-acrylic acid methyl ester (130 mg, 0.29 mmol) was hydrolyzed with 4 M NaOH following the procedure described in Example 40, Step B, giving (E)-3-{1′-(6-fluoro-1H-indol-3-ylmethyl)-4-oxo-spiro[chromane-2,4′-piperidine]-6-yl}-acrylic acid as a yellow solid (95 mg, 76%). The product was treated with NH2OTHP according to the procedure described in Example 40, Step C, giving (E)-3-{1′-(6-fluoro-1H-indol-3-ylmethyl)-4... Reactants: C1(=CC=C(C=C1)S(=O)(=O)O)C (p-Toluenesulfonic acid), FC1=C(C=CC=C1)CC(=O)O (2-fluorophenyl acetic acid). Solvent: CO (methanol). The product is FC1=C(C=CC=C1)CC(=O)OC (methyl 2-fluorophenylacetate). Isolated yield 22016.1%. RXN SMILES: [C:1]1(C)C=CC(S(O)(=O)=O)=CC=1.[F:12][C:13]1[CH:18]=[CH:17][CH:16]=[CH:15][C:14]=1[CH2:19][C:20]([OH:22])=[O:21]>CO>[F:12][C:13]1[CH:18]=[CH:17][CH:16]=[CH:15][C:14]=1[CH2:19][C:20]([O:22][CH3:1])=[O:21]. Procedure: p-Toluenesulfonic acid (20 mg) was added to a solution of 2-fluorophenyl acetic acid (3.8 g, 24.65 mmol) in methanol (29 ml). After heating the reaction mixture for 1 h on the steam bath, the solvent was removed in vacuo. Filtration through a pad of silica gel (ethyl acetate/hexanes 10/90) gave methyl 2-fluorophenylacetate (4.3 g) as an oil. The reactants are N(CC(=O)N[C@@H](CC(C)C)C(=O)N[C@H](CCSC)C(=O)N)C(=O)OC(C)(C)C (BocGly-Leu-DMetNH2), Cl (hydrogen chloride). The solvent is C(C)(=O)O (acetic acid). Product: NCC(=O)N[C@@H](CC(C)C)C(=O)N[C@H](CCSC)C(=O)N (HGly-Leu-DMetNH2). The yield is 79.0%. RXN SMILES: [NH:1](C(OC(C)(C)C)=O)[CH2:2][C:3]([NH:5][C@H:6]([C:11]([NH:13][C@@H:14]([C:19]([NH2:21])=[O:20])[CH2:15][CH2:16][S:17][CH3:18])=[O:12])[CH2:7][CH:8]([CH3:10])[CH3:9])=[O:4].Cl>C(O)(=O)C>[NH2:1][CH2:2][C:3]([NH:5][C@H:6]([C:11]([NH:13][C@@H:14]([C:19]([NH2:21])=[O:20])[CH2:15][CH2:16][S:17][CH3:18])=[O:12])[CH2:7][CH:8]([CH3:10])[CH3:9])=[O:4]. Reported procedure: Condensation of BocLeuOH (3.49 g.) and HDMetNH2 (2.0 g.) by the mixed anhydride method using isobutyl chloroformate gave BocLeu-DMetNH2 in 70% yield. De-t-butoxycarbonylation of BocLeu-DMetNH2 (2.74 g.) using hydrogen chloride in ethyl acetate gave HLeu-DMetNH2 in 91% yield. Condensation of BocGlyOSu (2.66 g.) and HLeu-DMetNH2 (1.95 g.) by the active ester method gave BocGly-Leu-DMetNH2 in 92% yield. De-t-butoxycarbonylation of BocGly-Leu-DMetNH2 (2.30 g.) using hydrogen chloride in acetic acid ... The reactants are COc1ccc(CC(=O)O)cc1, COc1ccc(N)cc1. Reagents/catalysts: C[N+](=C(N1CCOCC1)N2C3=C(C=C(C=C3)Cl)[N+](=N2)[O-])C.F[P-](F)(F)(F)(F)F (HDMC), CCN(C(C)C)C(C)C (DIPEA). The solvent is CN(C)C=O (DMF), CN(C)C=O (DMF), CN(C)C=O (DMF), CN(C)C=O (DMF), CN(C)C=O (DMF), CN(C)C=O (DMF). Run at temperature 25 celsius, time 2 hour. The product is COc1ccc(CC(=O)Nc2ccc(OC)cc2)cc1. Isolated yield 82.1%. Reaction SMILES: COc1ccc(N)cc1.COc1ccc(CC(=O)O)cc1.C[N+](=C(N1CCOCC1)N2C3=C(C=C(C=C3)Cl)[N+](=N2)[O-])C.F[P-](F)(F)(F)(F)F.CCN(C(C)C)C(C)C.CN(C)C=O>>COc1ccc(CC(=O)Nc2ccc(OC)cc2)cc1.